Dataset: the Open Reaction Database (ORD), a public repository of structured organic reaction records. Task: describe an organic reaction: reactants, conditions, products, and yield Reactants: Cl.C1OC=2C=C(C=CC2O1)C1=CC(N(C(N1CC)=O)C)=NC1=C(C=C(C=C1C)C)C (3,4-dihydro-6-(3,4-methylenedioxyphenyl)-1-ethyl-3-methyl-4-(2,4,6-trimethylphenylimino)-2(1H)-pyrimidinone hydrochloride), C([O-])(O)=O.[Na+] (sodium bicarbonate). Run in O (water). Product: C1OC=2C=C(C=CC2O1)C1=CC(N(C(N1CC)=O)C)=NC1=C(C=C(C=C1C)C)C (3,4-dihydro-6-(3,4-methylenedioxyphenyl)-1-ethyl-3-methyl-4-(2,4,6-trimethylphenylimino)-2(1H)-pyrimidinone). The yield is 93.7%. Reaction SMILES: Cl.[CH2:2]1[O:10][C:9]2[CH:8]=[CH:7][C:6]([C:11]3[N:16]([CH2:17][CH3:18])[C:15](=[O:19])[N:14]([CH3:20])[C:13](=[N:21][C:22]4[C:27]([CH3:28])=[CH:26][C:25]([CH3:29])=[CH:24][C:23]=4[CH3:30])[CH:12]=3)=[CH:5][C:4]=2[O:3]1.C(=O)(O)[O-].[Na+]>O>[CH2:2]1[O:10][C:9]2[CH:8]=[CH:7][C:6]([C:11]3[N:16]([CH2:17][CH3:18])[C:15](=[O:19])[N:14]([CH3:20])[C:13](=[N:21][C:22]4[C:27]([CH3:28])=[CH:26][C:25]([CH3:29])=[CH:24][C:23]=4[CH3:30])[CH:12]=3)=[CH:5][C:4]=2[O:3]1 |f:0.1,2.3|. Reported procedure: To a solution of 3,4-dihydro-6-(3,4-methylenedioxyphenyl)-1-ethyl-3-methyl-4-(2,4,6-trimethylphenylimino)-2(1H)-pyrimidinone hydrochloride (70 mg) in water (10 ml) was neutralized with an aqueous solution of sodium bicarbonate. The resulting precipitates were collected by filtration to give 3,4-dihydro-6-(3,4-methylenedioxyphenyl)-1-ethyl-3-methyl-4-(2,4,6-trimethylphenylimino)-2(1H)-pyrimidinone (60 mg). Starting materials: O=C([O-])O, COc1cc(C=CC(=O)O)ccc1-n1cnc(C)c1, CCOC(C)=O, COC(=O)C(Cl)C(=O)c1ccc(F)cc1, [Na+], CN(C)C=O, O. The product is COC(=O)C(OC(=O)C=Cc1ccc(-n2cnc(C)c2)c(OC)c1)C(=O)c1ccc(F)cc1. RXN SMILES: [C:42](=[O:43])([OH:44])[O-:45].[CH3:1][O:2][c:3]1[cH:4][c:5]([CH:15]=[CH:16][C:17](=[O:18])[OH:19])[cH:6][cH:7][c:8]1-[n:9]1[cH:10][n:11][c:12]([CH3:14])[cH:13]1.[CH3:35][CH2:36][O:37][C:38](=[O:39])[CH3:40].[Cl:20][CH:21]([C:22](=[O:23])[O:24][CH3:25])[C:26](=[O:27])[c:28]1[cH:29][cH:30][c:31]([F:34])[cH:32][cH:33]1.[Na+:46].[O:47]=[CH:48][N:49]([CH3:50])[CH3:51].[OH2:41]>>[CH3:1][O:2][c:3]1[cH:4][c:5]([CH:15]=[CH:16][C:17](=[O:18])[O:19][CH:21]([C:22](=[O:23])[O:24][CH3:25])[C:26](=[O:27])[c:28]2[cH:29][cH:30][c:31]([F:34])[cH:32][cH:33]2)[cH:6][cH:7][c:8]1-[n:9]1[cH:10][n:11][c:12]([CH3:14])[cH:13]1. Reactants: CO (methanol), COC=C(C(=O)OC)C(=O)OC (Dimethyl methoxymethylenemalonate), COC(CNC(=N)C=1C=NC=CC1)OC (N-(2,2-dimethoxy-ethyl) -3-pyridinecarboxamidine). The solvent is C(C)OCC (diethyl ether). Product: COC(CN1C(=NC=C(C1=O)C(=O)OC)C=1C=NC=CC1)OC (methyl 1-(2,2-dimethoxy-ethyl)-2-(3-pyridyl)pyrimidin-6(1H)-one-5-carboxylate). Reaction SMILES: CO[CH:3]=[C:4]([C:9]([O:11]C)=O)[C:5]([O:7][CH3:8])=[O:6].[CH3:13][O:14][CH:15]([O:26][CH3:27])[CH2:16][NH:17][C:18]([C:20]1[CH:21]=[N:22][CH:23]=[CH:24][CH:25]=1)=[NH:19].CO>C(OCC)C>[CH3:27][O:26][CH:15]([O:14][CH3:13])[CH2:16][N:17]1[C:9](=[O:11])[C:4]([C:5]([O:7][CH3:8])=[O:6])=[CH:3][N:19]=[C:18]1[C:20]1[CH:21]=[N:22][CH:23]=[CH:24][CH:25]=1. Procedure: Dimethyl methoxymethylenemalonate and N-(2,2-dimethoxy-ethyl) -3-pyridinecarboxamidine were subjected to a procedure similar to that described in Example 1.b. Chromatography, with methanol:diethyl ether (gradient, 0:100, 10:90) as the eluent, gave methyl 1-(2,2-dimethoxy-ethyl)-2-(3-pyridyl)pyrimidin-6(1H)-one-5-carboxylate as an oil; MS: m/z=320(M+1); TLC: Rf =0.4, methanol:diethyl ether (5:95). The reactants are [BH4-].[Na+] (NaBH4), C(=O)(C(F)(F)F)O (TFA), ClC1=C(C#N)C=CC=C1F (2-Chloro-3-fluorobenzonitrile). The solvent is C1CCOC1 (THF), C1CCOC1 (THF). Reaction conditions: temperature 0 celsius, time 20 minute. Yields the product Cl.ClC1=C(C=CC=C1F)CN ((2-chloro-3-fluorophenyl)methanamine hydrochloride). Isolated yield 167.4%. RXN SMILES: [BH4-].[Na+].C(O)(C(F)(F)F)=O.[Cl:10][C:11]1[C:18]([F:19])=[CH:17][CH:16]=[CH:15][C:12]=1[C:13]#[N:14]>C1COCC1>[ClH:10].[Cl:10][C:11]1[C:18]([F:19])=[CH:17][CH:16]=[CH:15][C:12]=1[CH2:13][NH2:14] |f:0.1,5.6|. Reported procedure: To a solution of NaBH4 (24.3 g, 0.643 mol) in THF (400 mL) was added TFA (48 mL, 0.643 mol) slowly at 0° C. After the addition was completed, the mixture was stirred at 0° C. for about 20 min. 2-Chloro-3-fluorobenzonitrile (20 g, 0.128 mol) in THF (100 mL) was then added slowly into the mixture at 0° C. The mixture was stirred from 0° C. to RT until no starting material was observed by LCMS. Half of the solvent was removed, then 10% HCl (250 mL) was added slowly into the residue at 0° C. The mix... Reactants: [N+](=O)([O-])C1=CC=C(C=C1)O (4-nitrophenol), C([O-])([O-])=O.[K+].[K+] (potassium carbonate), CN(C=O)C (dimethylformamide), ClC=1C2=C(N=CN1)SC=C2 (4-chlorothieno[2,3-d]pyrimidine). Solvent: O (water). Conditions: temperature 130 celsius, time 30 hour. The product is [N+](=O)([O-])C1=CC=C(OC=2C3=C(N=CN2)SC=C3)C=C1 (4-(4-Nitrophenoxy)thieno[2,3-d]pyrimidine). The yield is 51.7%. RXN SMILES: [N+:1]([C:4]1[CH:9]=[CH:8][C:7]([OH:10])=[CH:6][CH:5]=1)([O-:3])=[O:2].C(=O)([O-])[O-].[K+].[K+].CN(C)C=O.Cl[C:23]1[C:24]2[CH:31]=[CH:30][S:29][C:25]=2[N:26]=[CH:27][N:28]=1>O>[N+:1]([C:4]1[CH:9]=[CH:8][C:7]([O:10][C:23]2[C:24]3[CH:31]=[CH:30][S:29][C:25]=3[N:26]=[CH:27][N:28]=2)=[CH:6][CH:5]=1)([O-:3])=[O:2] |f:1.2.3|. Procedure: After adding 600 mg of 4-nitrophenol, 1.2 g of potassium carbonate and 2 ml of dimethylformamide to 302 mg of the 4-chlorothieno[2,3-d]pyrimidine described in Seans Acad. Sci., Ser, C (1967)264(2)207, and stirring the mixture for 30 hours at 130° C., the mixture was returned to room temperature, water was added, liquid separation and extraction were performed with an ethyl acetate-tetrahydrofuran mixed solvent, and the solid obtained by concentration to dryness was washed with ether to obtain 25... Reactants: CCOC(=O)C1(C(=O)Nc2cc(Cl)cc(Cl)c2)CCC1, Cl, [K], O. The product is O=C(O)C1(C(=O)Nc2cc(Cl)cc(Cl)c2)CCC1. As a reaction SMILES: [Cl:1][c:2]1[cH:3][c:4]([NH:9][C:10](=[O:11])[C:12]2([C:16](=[O:17])[O:18][CH2:19][CH3:20])[CH2:13][CH2:14][CH2:15]2)[cH:5][c:6]([Cl:8])[cH:7]1.[ClH:23].[K:22].[OH2:21]>>[Cl:1][c:2]1[cH:3][c:4]([NH:9][C:10](=[O:11])[C:12]2([C:16](=[O:17])[OH:18])[CH2:13][CH2:14][CH2:15]2)[cH:5][c:6]([Cl:8])[cH:7]1. The reactants are CC(C)(C)c1ccc(N2Cc3cccc(C=Cc4ccncc4)c3C2=O)cc1, CCO. Yields the product CC(C)(C)c1ccc(N2Cc3cccc(CCc4ccncc4)c3C2=O)cc1. RXN SMILES: [C:1]([CH3:2])([CH3:3])([CH3:4])[c:5]1[cH:6][cH:7][c:8]([N:11]2[C:12](=[O:28])[c:13]3[c:14]([CH:20]=[CH:21][c:22]4[cH:23][cH:24][n:25][cH:26][cH:27]4)[cH:15][cH:16][cH:17][c:18]3[CH2:19]2)[cH:9][cH:10]1.[CH3:29][CH2:30][OH:31]>>[C:1]([CH3:2])([CH3:3])([CH3:4])[c:5]1[cH:6][cH:7][c:8]([N:11]2[C:12](=[O:28])[c:13]3[c:14]([CH2:20][CH2:21][c:22]4[cH:23][cH:24][n:25][cH:26][cH:27]4)[cH:15][cH:16][cH:17][c:18]3[CH2:19]2)[cH:9][cH:10]1.